Dataset: the Open Reaction Database (ORD), a public repository of structured organic reaction records. Task: describe an organic reaction: reactants, conditions, products, and yield Starting materials: S(=O)(=O)([O-])OOS(=O)(=O)[O-].[NH4+].[NH4+] (ammonium persulphate), N (ammonia), S(O)(O)(=O)=O (sulphuric acid), ClC=1N=NC(=CC1)Cl (3,6-dichloropyridazine), C12(CCC(CC1)C2)C(=O)O (bicyclo[2.2.1]heptane-1-carboxylic acid). Reagents/catalysts: [N+](=O)([O-])[O-].[Ag+] (silver nitrate). The solvent is O (water), O (water), O (water). Run at temperature 70 celsius. The product is C12(CCC(CC1)C2)C2=C(N=NC(=C2)Cl)Cl (4-(Bicyclo[2.2.1]hept-1-yl)-3,6-dichloropyridazine). Yield: 98.7%. RXN SMILES: S(=O)(=O)(O)O.[Cl:6][C:7]1[N:8]=[N:9][C:10]([Cl:13])=[CH:11][CH:12]=1.[C:14]12(C(O)=O)[CH2:20][CH:17]([CH2:18][CH2:19]1)[CH2:16][CH2:15]2.S(OOS([O-])(=O)=O)([O-])(=O)=O.[NH4+].[NH4+].N>O.[N+]([O-])([O-])=O.[Ag+]>[C:14]12([C:12]3[CH:11]=[C:10]([Cl:13])[N:9]=[N:8][C:7]=3[Cl:6])[CH2:20][CH:17]([CH2:18][CH2:19]1)[CH2:16][CH2:15]2 |f:3.4.5,8.9|. Reported procedure: Concentrated sulphuric acid (2.17 ml, 40 mM) was added carefully to a suspension of 3,6-dichloropyridazine (2.11 g, 14.3 mM) in water (50 ml). This mixture was then heated to 70° C. and bicyclo[2.2.1]heptane-1-carboxylic acid (Org. Synth., 59, 85; 2.0 g, 14.3 mM) was added. After ten minutes a solution of silver nitrate (0.48 g, 2.8 mM) in water (5 ml) was added dropwise over two minutes. A solution of ammonium persulphate (9.8 g, 43 mM) in water (20 ml) was added over 20 minutes. The reaction w... Reaction SMILES: [Br:25][N:26]1[C:27](=[O:28])[CH2:29][CH2:30][C:31]1=[O:32].[CH2:1]([CH2:2][CH2:3][CH2:4][CH3:5])[n:6]1[c:7]2[n:8]([c:9](=[O:15])[c:10]3[nH:11][cH:12][n:13][c:14]13)[c:16](-[c:19]1[cH:20][cH:21][cH:22][cH:23][cH:24]1)[n:17][n:18]2.[CH2:33]1[O:34][CH2:35][CH2:36][CH2:37]1>>[CH2:1]([CH2:2][CH2:3][CH2:4][CH3:5])[n:6]1[c:7]2[n:8]([c:9](=[O:15])[c:10]3[nH:11][c:12]([Br:25])[n:13][c:14]13)[c:16](-[c:19]1[cH:20][cH:21][cH:22][cH:23][cH:24]1)[n:17][n:18]2. Starting materials: O=C1CCC(=O)N1Br, CCCCCn1c2nc[nH]c2c(=O)n2c(-c3ccccc3)nnc12, C1CCOC1. The product is CCCCCn1c2nc(Br)[nH]c2c(=O)n2c(-c3ccccc3)nnc12. Reactants: C(C1=CC=CC=C1)N1CC(OCC1)C(CC1=C(C=CC=C1)OC)(O)C1=CC=CC=C1 (1-(4-Benzyl-morpholin-2-yl)-2-(2-methoxy-phenyl)-1-phenyl-ethanol), FC(OC1=C(CBr)C=CC=C1)(F)F (2-(trifluoromethoxy)benzyl bromide). The product is C(C1=CC=CC=C1)N1CC(OCC1)C(CC1=C(C=CC=C1)OC(F)(F)F)(O)C1=CC=CC=C1 (1-(4-Benzyl-morpholin-2-yl)-1-phenyl-2-(2-trifluoromethoxy-phenyl)-ethanol). Reaction SMILES: [CH2:1]([N:8]1[CH2:13][CH2:12][O:11][CH:10]([C:14]([C:25]2[CH:30]=[CH:29][CH:28]=[CH:27][CH:26]=2)([OH:24])CC2C=CC=CC=2OC)[CH2:9]1)[C:2]1[CH:7]=[CH:6][CH:5]=[CH:4][CH:3]=1.[F:31][C:32]([F:43])([F:42])[O:33][C:34]1[CH:41]=[CH:40][CH:39]=[CH:38][C:35]=1[CH2:36]Br>>[CH2:1]([N:8]1[CH2:13][CH2:12][O:11][CH:10]([C:14]([C:25]2[CH:30]=[CH:29][CH:28]=[CH:27][CH:26]=2)([OH:24])[CH2:36][C:35]2[CH:38]=[CH:39][CH:40]=[CH:41][C:34]=2[O:33][C:32]([F:43])([F:42])[F:31])[CH2:9]1)[C:2]1[CH:3]=[CH:4][CH:5]=[CH:6][CH:7]=1. Procedure: The procedure for the synthesis of example 1a, 1-(4-Benzyl-morpholin-2-yl)-2-(2-methoxy-phenyl)-1-phenyl-ethanol, was followed using 2-(trifluoromethoxy)benzyl bromide (available from Fluorochem) as starting material and making non-critical variations, to yield the title compound. FIA [M+H]+=458. The reactants are COC(=O)c1cc(Br)cc(-c2ccc(C)cn2)c1, CC(C)(C)P(C(C)(C)C)C(C)(C)C, CC(C)(C)P(C(C)(C)C)C(C)(C)C, C#C[Sn](CCCC)(CCCC)CCCC, ClCCl, [Cs+], [F-], C1COCCO1, [Pd]. Product: C#Cc1cc(C(=O)OC)cc(-c2ccc(C)cn2)c1. As a reaction SMILES: [Br:1][c:2]1[cH:3][c:4]([C:5](=[O:6])[O:7][CH3:8])[cH:9][c:10](-[c:12]2[n:13][cH:14][c:15]([CH3:18])[cH:16][cH:17]2)[cH:11]1.[C:46]([P:47]([C:48]([CH3:49])([CH3:50])[CH3:51])[C:52]([CH3:53])([CH3:54])[CH3:55])([CH3:56])([CH3:57])[CH3:58].[C:59]([P:60]([C:61]([CH3:62])([CH3:63])[CH3:64])[C:65]([CH3:66])([CH3:67])[CH3:68])([CH3:69])([CH3:70])[CH3:71].[CH2:19]([CH2:20][CH2:32][CH3:33])[Sn:21]([CH2:22][CH2:23][CH2:24][CH3:25])([CH2:26][CH2:27][CH2:28][CH3:29])[C:30]#[CH:31].[Cl:36][CH2:37][Cl:38].[Cs+:35].[F-:34].[O:39]1[CH2:40][CH2:41][O:42][CH2:43][CH2:44]1.[Pd:45]>>[c:2]1([C:19]#[CH:20])[cH:3][c:4]([C:5](=[O:6])[O:7][CH3:8])[cH:9][c:10](-[c:12]2[n:13][cH:14][c:15]([CH3:18])[cH:16][cH:17]2)[cH:11]1. The reactants are ClC1=NC=CC(=N1)C(=O)C1CC1 ((2-chloropyrimidin-4-yl)(cyclopropyl)methanone), C[Mg]Cl (methyl magnesium chloride). Run in CCOC(=O)C (EtOAc), C1CCOC1 (THF). Conditions: time 30 minute. Product: ClC1=NC=CC(=N1)C(C)(O)C1CC1 (1-(2-chloropyrimidin-4-yl)-1-cyclopropylethanol). The yield is 60.4%. RXN SMILES: [Cl:1][C:2]1[N:7]=[C:6]([C:8]([CH:10]2[CH2:12][CH2:11]2)=[O:9])[CH:5]=[CH:4][N:3]=1.[CH3:13][Mg]Cl>C1COCC1.CCOC(C)=O>[Cl:1][C:2]1[N:7]=[C:6]([C:8]([CH:10]2[CH2:11][CH2:12]2)([OH:9])[CH3:13])[CH:5]=[CH:4][N:3]=1. Procedure details: To a solution of (2-chloropyrimidin-4-yl)(cyclopropyl)methanone (175 mg, 0.958 mmol) in THF (3 mL) at −78° C. under a nitrogen atmosphere was added methyl magnesium chloride (3.0 M in diethyl ether, 0.380 mL, 1.15 mmol) dropwise. The solution was warmed to room temperature and stirred for an additional 30 min. The solution was diluted with EtOAc, washed with brine, dried with MgSO4, filtered, and concentrated to dryness to afford 1-(2-chloropyrimidin-4-yl)-1-cyclopropylethanol (115 mg, 0.579 mmo... The reactants are FC=1C=C(COC=2C=CC(=NC2)C=O)C=CC1 (5-(3-fluoro-benzyloxy)-pyridine-2-carbaldehyde), OO (hydrogen peroxide). Reagents/catalysts: O=[Mn]=O (MnO2). Solvent: CC(=O)C (acetone). Product: FC=1C=C(COC=2C=CC(=NC2)C(=O)O)C=CC1 (5-(3-Fluoro-benzyloxy)-pyridine-2-carboxylic Acid). Isolated yield 97.7%. RXN SMILES: [F:1][C:2]1[CH:3]=[C:4]([CH:15]=[CH:16][CH:17]=1)[CH2:5][O:6][C:7]1[CH:8]=[CH:9][C:10]([CH:13]=[O:14])=[N:11][CH:12]=1.[OH:18]O>O=[Mn]=O.CC(C)=O>[F:1][C:2]1[CH:3]=[C:4]([CH:15]=[CH:16][CH:17]=1)[CH2:5][O:6][C:7]1[CH:8]=[CH:9][C:10]([C:13]([OH:18])=[O:14])=[N:11][CH:12]=1. Procedure details: A mixture of 5-(3-fluoro-benzyloxy)-pyridine-2-carbaldehyde (600 mg, 2.6 mmol), hydrogen peroxide (aq. 35%, 4 ml, 118 mmol) acetone (20 ml) and a catalytic amount of MnO2 was heated under reflux for 4 h. The solvent was evaporated and the residue was triturated with water. The precipitate was collected to give the title compound as a white solid (628 mg, 98%). MS: m/e =247.1 (M+).